From a dataset of the Open Reaction Database (ORD), a public repository of structured organic reaction records. describe an organic reaction: reactants, conditions, products, and yield Starting materials: ClC1=C(CN2C(C(C3=CC(=CC=C23)Br)=O)=O)C=CC=C1 (1-(2-chlorobenzyl)-5-bromoindoline-2,3-dione), [N+](=O)([O-])C (nitromethane). Solvent: O (water). Conditions: temperature 30 celsius, time 24 hour. Product: BrC=1C=C2C(C(N(C2=CC1)CC1=C(C=CC=C1)Cl)=O)(C[N+](=O)[O-])O (5-bromo-1-(2-chlorobenzyl)-3-hydroxy-3-(nitromethyl)indolin-2-one). As a reaction SMILES: [Cl:1][C:2]1[CH:20]=[CH:19][CH:18]=[CH:17][C:3]=1[CH2:4][N:5]1[C:13]2[C:8](=[CH:9][C:10]([Br:14])=[CH:11][CH:12]=2)[C:7](=[O:15])[C:6]1=[O:16].[N+:21]([CH3:24])([O-:23])=[O:22]>O>[Br:14][C:10]1[CH:9]=[C:8]2[C:13](=[CH:12][CH:11]=1)[N:5]([CH2:4][C:3]1[CH:17]=[CH:18][CH:19]=[CH:20][C:2]=1[Cl:1])[C:6](=[O:16])[C:7]2([OH:15])[CH2:24][N+:21]([O-:23])=[O:22]. Procedure details: 1-(2-chlorobenzyl)-5-bromoindoline-2,3-dione (0.175 g) and nitromethane (0.15 ml) were added to water and the reaction mixture was vigorously stirred at a temperature of 30° C. for 24 hours. The obtained product was extracted with ethyl acetate and purified by silica gel column chromatography using ethyl acetate/hexane as eluents to afford pure product. Starting materials: [H-].[Na+] (sodium hydride), Cl (HCl), ClC=1C=C(C=CC1)C1=NNC(C2=C1N=CC=C2)=O (8-(3-chlorophenyl)pyrido[2,3-d]pyridazin-5-one), ICC (Iodoethane). Solvent: O1CCCC1 (tetrahydrofuran), C(C)(=O)OCC (ethyl acetate). Reaction conditions: time 1 hour. Product: C(C)N1N=C(C2=C(C1=O)C=CC=N2)C2=CC(=CC=C2)Cl (6-ethyl-8-(3-chloropheny1)pyrido[2,3-d]pyridazin-5-one). As a reaction SMILES: [Cl:1][C:2]1[CH:3]=[C:4]([C:8]2[C:13]3[N:14]=[CH:15][CH:16]=[CH:17][C:12]=3[C:11](=[O:18])[NH:10][N:9]=2)[CH:5]=[CH:6][CH:7]=1.[H-].[Na+].I[CH2:22][CH3:23].Cl>O1CCCC1.C(OCC)(=O)C>[CH2:22]([N:10]1[C:11](=[O:18])[C:12]2[CH:17]=[CH:16][CH:15]=[N:14][C:13]=2[C:8]([C:4]2[CH:5]=[CH:6][CH:7]=[C:2]([Cl:1])[CH:3]=2)=[N:9]1)[CH3:23] |f:1.2|. Reported procedure: To a suspension of 8-(3-chlorophenyl)pyrido[2,3-d]pyridazin-5-one (0.32 g, 1.24 mmoles) in tetrahydrofuran (50 ml) was added sodium hydride (0.06 g, 1.4 mmoles). The mixture was stirred for 1 hour at room temperature. Iodoethane (0.48 g, 3.1 mmoles) was added and the solution was refluxed for 18 hours under an inert atmosphere. The mixture was cooled and acidified by the addition of 50 ml of 1N HCl. The desired compound was isolated by extraction with ethyl acetate (extracted until no product de... The reactants are C1CCOC1, CNC, O=S(=O)(Cl)c1cccnc1Cl. The product is CN(C)S(=O)(=O)c1cccnc1Cl. As a reaction SMILES: [CH2:15]1[O:16][CH2:17][CH2:18][CH2:19]1.[CH3:12][NH:13][CH3:14].[Cl:1][c:2]1[n:3][cH:4][cH:5][cH:6][c:7]1[S:8](=[O:9])(=[O:10])[Cl:11]>>[Cl:1][c:2]1[n:3][cH:4][cH:5][cH:6][c:7]1[S:8](=[O:9])(=[O:10])[N:13]([CH3:12])[CH3:14]. Reactants: CC(C)(C)OC(=O)NC1CN(C(=O)OCc2ccccc2)CC1CO, CCOC(C)=O, CN(C)c1ccncc1, Cl, Cc1ccc(S(=O)(=O)Cl)cc1, c1ccncc1. Yields the product Cc1ccc(S(=O)(=O)OCC2CN(C(=O)OCc3ccccc3)CC2NC(=O)OC(C)(C)C)cc1. Reaction SMILES: [CH2:1]([c:2]1[cH:3][cH:4][cH:5][cH:6][cH:7]1)[O:8][C:9](=[O:10])[N:11]1[CH2:12][CH:13]([NH:18][C:19](=[O:20])[O:21][C:22]([CH3:23])([CH3:24])[CH3:25])[CH:14]([CH2:16][OH:17])[CH2:15]1.[CH3:37][CH2:38][O:39][C:40](=[O:41])[CH3:42].[CH3:50][N:51]([c:52]1[cH:53][cH:54][n:55][cH:56][cH:57]1)[CH3:58].[ClH:43].[c:26]1([CH3:36])[cH:27][cH:28][c:29]([S:32](=[O:33])(=[O:34])[Cl:35])[cH:30][cH:31]1.[cH:44]1[cH:45][cH:46][n:47][cH:48][cH:49]1>>[CH2:1]([c:2]1[cH:3][cH:4][cH:5][cH:6][cH:7]1)[O:8][C:9](=[O:10])[N:11]1[CH2:12][CH:13]([NH:18][C:19](=[O:20])[O:21][C:22]([CH3:23])([CH3:24])[CH3:25])[CH:14]([CH2:16][O:17][S:32]([c:29]2[cH:28][cH:27][c:26]([CH3:36])[cH:31][cH:30]2)(=[O:33])=[O:34])[CH2:15]1. Reactants: BrC1=CC(=C(C=C1)NC=1C(=CC2=C(N=CN2)C1F)C=O)Cl (6-(4-Bromo-2-chloro-phenylamino)-7-fluoro-3H-benzoimidazole-5-carbaldehyde), CS(=O)(=O)C (methyl sulfone), [Li]CCCC (n-BuLi), CN(C)P(=O)(N(C)C)N(C)C (HMPA). Solvent: C1CCOC1 (THF), C1CCOC1 (THF). Conditions: time 5 minute. The product is BrC1=CC(=C(C=C1)NC=1C(=CC2=C(N=CN2)C1F)C(CS(=O)(=O)C)O)Cl (1-[6-(4-Bromo-2-chloro-phenylamino)-7-fluoro-3H-benzoimidazol-5-yl]-2-methanesulfonyl-ethanol). The yield is 97.1%. RXN SMILES: [CH3:1][S:2]([CH3:5])(=[O:4])=[O:3].[Li]CCCC.CN(P(N(C)C)(N(C)C)=O)C.[Br:22][C:23]1[CH:28]=[CH:27][C:26]([NH:29][C:30]2[C:31]([CH:40]=[O:41])=[CH:32][C:33]3[NH:37][CH:36]=[N:35][C:34]=3[C:38]=2[F:39])=[C:25]([Cl:42])[CH:24]=1>C1COCC1>[Br:22][C:23]1[CH:28]=[CH:27][C:26]([NH:29][C:30]2[C:31]([CH:40]([OH:41])[CH2:1][S:2]([CH3:5])(=[O:4])=[O:3])=[CH:32][C:33]3[NH:37][CH:36]=[N:35][C:34]=3[C:38]=2[F:39])=[C:25]([Cl:42])[CH:24]=1. Procedure details: To a solution of methyl sulfone (65 mg, 0.68 mmol) in THF (1.5 mL) is added a solution of n-BuLi (0.27 mL, 0.68 mmol, 2.5 M solution in hexane) at −78° C. After stirring for 5 minutes, HMPA (0.1 mL) is added. After stirring for additional 10 minutes, a solution of 6-(4-bromo-2-chloro-phenylamino)-7-fluoro-3H-benzoimidazole-5-carbaldehyde 10f (26 mg, 0.069 mmol) in THF (1 mL) is added. The resulting solution is stirred for 1.5 hours at −78° C. The reaction is quenched with saturated aqueous NH4Cl... The reactants are C(C)C1C(C2=C(C=CC(=C2C1)C)O)=O (2-ethyl-4-methyl-7-hydroxyindan-1-one), CC1CC(C2=C(C=CC(=C12)C)C)=O (3,4,7-trimethylindan-1-one). Run in C(C)O (ethanol). Product: C1(CCC2=CC=CC=C12)=O (indanone). RXN SMILES: C([CH:3]1[CH2:11][C:10]2[C:5](=[C:6](O)[CH:7]=[CH:8][C:9]=2C)[C:4]1=[O:14])C.CC1C2C(=C(C)C=CC=2C)C(=O)C1>C(O)C>[C:4]1(=[O:14])[C:5]2[C:10](=[CH:9][CH:8]=[CH:7][CH:6]=2)[CH2:11][CH2:3]1. Procedure details: The above aromatic composition of the present process is added in an amount of 1 ppm to the material plan oil of margarin, and margarin is prepared therefrom. A 5 % ethanol solution of the mixture (in the ratio 12:5) of 2-ethyl-4-methyl-7-hydroxyindan-1-one and 3,4,7-trimethylindan-1-one is added to the material oil in an amount to give 10 ppm by weight of said indanone compounds mixture thereto, and margarin is prepared therefrom. Reactants: CN1CCN(C2CCC3(CC2)OCCO3)CC1, Cl, O. The product is CN1CCN(C2CCC(=O)CC2)CC1. As a reaction SMILES: [CH3:1][N:2]1[CH2:3][CH2:4][N:5]([CH:8]2[CH2:9][CH2:10][C:11]3([O:12][CH2:15][CH2:14][O:13]3)[CH2:16][CH2:17]2)[CH2:6][CH2:7]1.[ClH:18].[OH2:19]>>[CH3:1][N:2]1[CH2:3][CH2:4][N:5]([CH:8]2[CH2:9][CH2:10][C:11](=[O:12])[CH2:16][CH2:17]2)[CH2:6][CH2:7]1.